Dataset: the Open Reaction Database (ORD), a public repository of structured organic reaction records. Task: describe an organic reaction: reactants, conditions, products, and yield The reactants are C(C)OC(C1=CC(=C(C=C1)Br)CBr)=O (4-Bromo-3-bromomethyl-benzoic acid ethyl ester), C(C1=CC=CC=C1)OC(NCC)=O (ethyl-carbamic acid benzyl ester), [H-].[Na+] (Sodium hydride). Solvent: CN(C)C=O (DMF). Run at temperature 0 celsius, time 10 minute. The product is C(C)OC(C1=CC(=C(C=C1)Br)CN(CC)C(=O)OCC1=CC=CC=C1)=O (3-[(N-benzyloxycarbonyl-N-ethyl-amino)-methyl]-4-bromo-benzoic acid ethyl ester). As a reaction SMILES: [CH2:1]([O:3][C:4](=[O:14])[C:5]1[CH:10]=[CH:9][C:8]([Br:11])=[C:7]([CH2:12]Br)[CH:6]=1)[CH3:2].[CH2:15]([O:22][C:23](=[O:27])[NH:24][CH2:25][CH3:26])[C:16]1[CH:21]=[CH:20][CH:19]=[CH:18][CH:17]=1.[H-].[Na+]>CN(C=O)C>[CH2:1]([O:3][C:4](=[O:14])[C:5]1[CH:10]=[CH:9][C:8]([Br:11])=[C:7]([CH2:12][N:24]([C:23]([O:22][CH2:15][C:16]2[CH:21]=[CH:20][CH:19]=[CH:18][CH:17]=2)=[O:27])[CH2:25][CH3:26])[CH:6]=1)[CH3:2] |f:2.3|. Reported procedure: 4-Bromo-3-bromomethyl-benzoic acid ethyl ester (2.95 g, 9.2 mmol) and ethyl-carbamic acid benzyl ester (3.30 g, 18.4 mmol) were combined in DMF (100 mL) and cooled to 0° C. Sodium hydride (60% in mineral oil; 0.772 g, 19.3 mmol) was added slowly, and the reaction was stirred at room temperature for 10 minutes. The mixture was quenched with H2O and 1N aqueous HCl (20 mL), and then extracted with 1:1 EtOAc:hexanes three times. The organic layer was washed with brine, and then dried and concentrate...